This data is from the Open Reaction Database (ORD), a public repository of structured organic reaction records. The task is: describe an organic reaction: reactants, conditions, products, and yield Reactants: O=C([O-])[O-], CCOC(Cc1ccc(O)cc1OC)C(=O)OC, CC(C)c1ccc(C=O)cc1, Cc1oc(-c2ccc(C(C)C)cc2)nc1CCl, [Cs+], [Cs+], [I-], [K+], O=P(Cl)(Cl)Cl. Yields the product CCOC(Cc1ccc(OCc2nc(-c3ccc(C(C)C)cc3)oc2C)cc1OC)C(=O)OC. As a reaction SMILES: [C:52](=[O:53])([O-:54])[O-:55].[CH3:1][O:2][C:3]([CH:4]([CH2:5][c:6]1[c:7]([O:13][CH3:14])[cH:8][c:9]([OH:12])[cH:10][cH:11]1)[O:15][CH2:16][CH3:17])=[O:18].[CH:36]([c:37]1[cH:38][cH:39][c:40]([CH:41]=[O:42])[cH:43][cH:44]1)([CH3:45])[CH3:46].[Cl:19][CH2:20][c:21]1[n:22][c:23](-[c:27]2[cH:28][cH:29][c:30]([CH:33]([CH3:34])[CH3:35])[cH:31][cH:32]2)[o:24][c:25]1[CH3:26].[Cs+:56].[Cs+:57].[I-:59].[K+:58].[P:47]([Cl:48])([Cl:49])([Cl:50])=[O:51]>>[CH3:1][O:2][C:3]([CH:4]([CH2:5][c:6]1[c:7]([O:13][CH3:14])[cH:8][c:9]([O:12][CH2:20][c:21]2[n:22][c:23](-[c:27]3[cH:28][cH:29][c:30]([CH:33]([CH3:34])[CH3:35])[cH:31][cH:32]3)[o:24][c:25]2[CH3:26])[cH:10][cH:11]1)[O:15][CH2:16][CH3:17])=[O:18]. Starting materials: CC(C)(C)OC(=O)N1CCCC(CNc2ccccc2)C1, ClCCl, O=C(Cl)c1ccco1. Product: CC(C)(C)OC(=O)N1CCCC(CN(C(=O)c2ccco2)c2ccccc2)C1. Reaction SMILES: [C:1](=[O:2])([O:3][C:4]([CH3:5])([CH3:6])[CH3:7])[N:8]1[CH2:9][CH:10]([CH2:14][NH:15][c:16]2[cH:17][cH:18][cH:19][cH:20][cH:21]2)[CH2:11][CH2:12][CH2:13]1.[Cl:30][CH2:31][Cl:32].[o:22]1[c:23]([C:27](=[O:28])[Cl:29])[cH:24][cH:25][cH:26]1>>[C:1](=[O:2])([O:3][C:4]([CH3:5])([CH3:6])[CH3:7])[N:8]1[CH2:9][CH:10]([CH2:14][N:15]([c:16]2[cH:17][cH:18][cH:19][cH:20][cH:21]2)[C:27]([c:23]2[o:22][cH:26][cH:25][cH:24]2)=[O:28])[CH2:11][CH2:12][CH2:13]1. The reactants are C1CCNCC1, CCOC(=O)C(SC)c1cc(C=O)ccc1OC, CCO, Cl, O, O=C1CSC(=O)N1. The product is CCOC(=O)C(SC)c1cc(C=C2SC(=O)NC2=O)ccc1OC. Reaction SMILES: [CH2:26]1[CH2:27][CH2:28][NH:29][CH2:30][CH2:31]1.[CH3:1][S:2][CH:3]([C:4](=[O:5])[O:6][CH2:7][CH3:8])[c:9]1[c:10]([O:17][CH3:18])[cH:11][cH:12][c:13]([CH:15]=[O:16])[cH:14]1.[CH3:34][CH2:35][OH:36].[ClH:32].[OH2:33].[S:19]1[C:20](=[O:25])[NH:21][C:22](=[O:24])[CH2:23]1>>[CH3:1][S:2][CH:3]([C:4](=[O:5])[O:6][CH2:7][CH3:8])[c:9]1[c:10]([O:17][CH3:18])[cH:11][cH:12][c:13]([CH:15]=[C:23]2[S:19][C:20](=[O:25])[NH:21][C:22]2=[O:24])[cH:14]1. Starting materials: [N+](=O)([O-])C1=CC=C(C=C1)SC=1C=C(C=O)C=CC1 (3-[(4-nitrophenyl)sulfanyl]benzaldehyde), [C@@H]1(CCCC2=CC=CC=C12)N ((1S)-1,2,3,4-tetrahydro-1-naphthalenylamine). Yields the product [N+](=O)([O-])C1=CC=C(C=C1)SC=1C=C(CN[C@H]2CCCC3=CC=CC=C23)C=CC1 (N-{3-[(4-nitrophenyl)sulfanyl]benzyl}-N-[(1S)-1,2,3,4-tetrahydro-1-naphthalenyl]amine). RXN SMILES: [N+:1]([C:4]1[CH:9]=[CH:8][C:7]([S:10][C:11]2[CH:12]=[C:13]([CH:16]=[CH:17][CH:18]=2)[CH:14]=O)=[CH:6][CH:5]=1)([O-:3])=[O:2].[C@@H:19]1([NH2:29])[C:28]2[C:23](=[CH:24][CH:25]=[CH:26][CH:27]=2)[CH2:22][CH2:21][CH2:20]1>>[N+:1]([C:4]1[CH:9]=[CH:8][C:7]([S:10][C:11]2[CH:12]=[C:13]([CH:16]=[CH:17][CH:18]=2)[CH2:14][NH:29][C@@H:19]2[C:28]3[C:23](=[CH:24][CH:25]=[CH:26][CH:27]=3)[CH2:22][CH2:21][CH2:20]2)=[CH:6][CH:5]=1)([O-:3])=[O:2]. Reported procedure: The product from Example 73A and (1S)-1,2,3,4-tetrahydro-1-naphthalenylamine were processed as described in Example 1A to provide the title compound. Starting materials: C1(=CC=C(OC)C=C1)C(=O)CC1=CC=C(OC)C=C1 (desoxyanisoin), Grignard reagent, BrC1=CC=C(C=C1)OC (4-bromoanisole), Mg. The solvent is CCOCC (Et2O). Product: COC1=CC=C(C=C1)C(CC1=CC=C(C=C1)OC)(O)C1=CC=C(C=C1)OC (1,1,2-Tris(4-methoxyphenyl)ethanol). As a reaction SMILES: Br[C:2]1[CH:7]=[CH:6][C:5]([O:8][CH3:9])=[CH:4][CH:3]=1.[C:10]1([C:18]([CH2:20][C:21]2[CH:28]=[CH:27][C:24]([O:25][CH3:26])=[CH:23][CH:22]=2)=[O:19])[CH:17]=[CH:16][C:13]([O:14][CH3:15])=[CH:12][CH:11]=1>CCOCC>[CH3:9][O:8][C:5]1[CH:6]=[CH:7][C:2]([C:18]([C:10]2[CH:11]=[CH:12][C:13]([O:14][CH3:15])=[CH:16][CH:17]=2)([OH:19])[CH2:20][C:21]2[CH:22]=[CH:23][C:24]([O:25][CH3:26])=[CH:27][CH:28]=2)=[CH:3][CH:4]=1. Reported procedure: To the Grignard reagent prepared from 20 g 4-bromoanisole (107 mmol) and 2.43 g Mg turnings (107 mg-atom) in 20 mL Et2O was added 19.25 g dry (P2O5) desoxyanisoin (76 mmol) as a solid in four portions, each followed by a 50 mL wash of Et2O. The mixture was stirred at reflux 17 h, cooled to room temperature, poured onto 200 g ice and 40 mL 1N H2SO4, and filtered into a separatory funnel. 100 mL Et2O was added and the organic layer was washed with 100 mL H2O and saturated NaHCO3 (2×100 mL). The or... Starting materials: C(C)(=O)OCC (ethyl acetate), CN(C(=N)N(C)C)C (N,N,N′,N′-tetramethylguanidine), FC1=C(C=CC=C1)C12N=C(SCC1CNC2)NC(C2=CC=CC=C2)=O (racemic N-[7a-(2-fluorophenyl)-4a,5,6,7-tetrahydro-4H-pyrrolo[3,4-d][1,3]thiazin-2-yl]benzamide), FC=1C=NC(=NC1)Cl (5-fluoro-2-chloropyrimidine). The solvent is O (water), CS(=O)C (dimethylsulfoxide). Reaction conditions: temperature 100 celsius, time 2 hour. Product: FC1=C(C=CC=C1)C12N=C(SCC1CN(C2)C2=NC=C(C=N2)F)NC(C2=CC=CC=C2)=O (N-[7a-(2-Fluorophenyl)-6-(5-fluoropyrimidin-2-yl)-4,4a,5,7-tetrahydropyrrolo[3,4-d][1,3]thiazin-2-yl]benzamide). Yield: 42.8%. Reaction SMILES: CN(C)C(N(C)C)=N.[F:9][C:10]1[CH:15]=[CH:14][CH:13]=[CH:12][C:11]=1[C:16]12[CH2:24][NH:23][CH2:22][CH:21]1[CH2:20][S:19][C:18]([NH:25][C:26](=[O:33])[C:27]1[CH:32]=[CH:31][CH:30]=[CH:29][CH:28]=1)=[N:17]2.[F:34][C:35]1[CH:36]=[N:37][C:38](Cl)=[N:39][CH:40]=1.C(OCC)(=O)C>CS(C)=O.O>[F:9][C:10]1[CH:15]=[CH:14][CH:13]=[CH:12][C:11]=1[C:16]12[CH2:24][N:23]([C:38]3[N:39]=[CH:40][C:35]([F:34])=[CH:36][N:37]=3)[CH2:22][CH:21]1[CH2:20][S:19][C:18]([NH:25][C:26](=[O:33])[C:27]1[CH:28]=[CH:29][CH:30]=[CH:31][CH:32]=1)=[N:17]2. Reported procedure: N,N,N′,N′-tetramethylguanidine (0.44 mL, 3.5 mmol) is added to a solution of racemic N-[7a-(2-fluorophenyl)-4a,5,6,7-tetrahydro-4H-pyrrolo[3,4-d][1,3]thiazin-2-yl]benzamide (1.0 g, 2.9 mmol) and 5-fluoro-2-chloropyrimidine (0.46 g, 3.5 mmol) in dimethylsulfoxide (10 mL). The reaction is stirred at 100° C. for 2 hours, and cooled to room temperature. To the crude reaction is added ethyl acetate (7.5 ml) and water (2.5 ml), the mixture is passed through diatomaceous earth (10 g), and the solvent r...